describe an organic reaction: reactants, conditions, products, and yield From a dataset of the Open Reaction Database (ORD), a public repository of structured organic reaction records. The reactants are FC=1C=CC(=NC1)[N+](=O)[O-] (5-fluoro-2-nitropyridine), C(=O)([O-])[O-].[K+].[K+] (K2CO3), Cl.N1CC(C1)O (azetidin-3-ol hydrochloride). The solvent is C(C)#N (acetonitrile). Reaction conditions: temperature 60 celsius. Yields the product [N+](=O)([O-])C1=CC=C(C=N1)N1CC(C1)O (1-(6-Nitropyridin-3-yl)azetidin-3-ol). Isolated yield 71.3%. Reaction SMILES: F[C:2]1[CH:3]=[CH:4][C:5]([N+:8]([O-:10])=[O:9])=[N:6][CH:7]=1.C([O-])([O-])=O.[K+].[K+].Cl.[NH:18]1[CH2:21][CH:20]([OH:22])[CH2:19]1>C(#N)C>[N+:8]([C:5]1[N:6]=[CH:7][C:2]([N:18]2[CH2:21][CH:20]([OH:22])[CH2:19]2)=[CH:3][CH:4]=1)([O-:10])=[O:9] |f:1.2.3,4.5|. Procedure: A 100-mL single-neck round-bottomed flask equipped with a magnetic stirrer and a reflux condenser was charged with acetonitrile (50 mL), 5-fluoro-2-nitropyridine (1.2 g, 7.9 mmol), K2CO3 (2.1 g, 15.8 mmol), and azetidin-3-ol hydrochloride (1.3 g, 11.9 mmol). The mixture was heated at 60° C. for 1 h. After this time the reaction was cooled to room temperature. It was then filtered and the filtrate was evaporated under reduced pressure. The residue was purified by silica-gel column chromatography ... The reactants are CN(C)CC1NCC(C2=CC=CC=C12)C1=CC=CC=C1 (1,2,3,4-tetrahydro-1-dimethylaminomethyl-4-phenylisoquinoline), C(=O)O (formic acid). Run in C1(=CC=CC=C1)C (toluene). Product: C(=O)N1C(C2=CC=CC=C2C(C1)C1=CC=CC=C1)CN(C)C (1,2,3,4-tetrahydro-2-formyl-1-dimethylaminomethyl-4-phenylisoquinoline). The yield is 120.0%. Reaction SMILES: [CH3:1][N:2]([CH2:4][CH:5]1[C:14]2[C:9](=[CH:10][CH:11]=[CH:12][CH:13]=2)[CH:8]([C:15]2[CH:20]=[CH:19][CH:18]=[CH:17][CH:16]=2)[CH2:7][NH:6]1)[CH3:3].[CH:21](O)=[O:22]>C1(C)C=CC=CC=1>[CH:21]([N:6]1[CH2:7][CH:8]([C:15]2[CH:20]=[CH:19][CH:18]=[CH:17][CH:16]=2)[C:9]2[C:14](=[CH:13][CH:12]=[CH:11][CH:10]=2)[CH:5]1[CH2:4][N:2]([CH3:1])[CH3:3])=[O:22]. Procedure: To a stirred solution of 1,2,3,4-tetrahydro-1-dimethylaminomethyl-4-phenylisoquinoline base (Example 2) (9.5 g, 0.035 m) in toluene (100 ml) under nitrogen was added formic acid (8.05 g, 0.175 m) and the mixture heated to reflux in a Dean and Stark apparatus. After 3 ml of water were collected, the mixture was cooled, treated with 250 ml of 5% NaOH, and extracted with ether (1×150 ml) and then chloroform (3×100 ml) and the combined organic extracts dried over MgSO4. Evaporation of the solvents g...